Dataset: the Open Reaction Database (ORD), a public repository of structured organic reaction records. Task: describe an organic reaction: reactants, conditions, products, and yield Reactants: FC=1C=C(C=C(C1)F)CC(=O)O (3,5-difluorophenylacetic acid), solid, Cl.N[C@@H](C)C(=O)C1(C(N(C2=C(N(C1=O)C)C=CC=C2)C)=O)N (3-(L-alaninyl)-amino-2,4-dioxo-1,5-bis-methyl-2,3,4,5-tetrahydro-1H-1,5-benzodiazepine Hydrochloride). The product is FC=1C=C(C=C(C1)F)CC(=O)N[C@@H](C)C(=O)NC1C(N(C2=C(N(C1=O)C)C=CC=C2)C)=O (3-[N′-(3,5-Difluorophenylacetyl)-alaninyl]amino-2,4-dioxo-1,5-bis-methyl-2,3,4,5-tetrahydro-1H-1,5-benzodiazepine). As a reaction SMILES: [F:1][C:2]1[CH:3]=[C:4]([CH2:9][C:10]([OH:12])=O)[CH:5]=[C:6]([F:8])[CH:7]=1.Cl.N[C@H](C([C:19]1([NH2:34])[C:25](=[O:26])[N:24]([CH3:27])[C:23]2[CH:28]=[CH:29][CH:30]=[CH:31][C:22]=2[N:21]([CH3:32])[C:20]1=[O:33])=O)C>>[F:8][C:6]1[CH:5]=[C:4]([CH2:9][C:10]([NH:34][C@H:19]([C:25]([NH:34][CH:19]2[C:20](=[O:33])[N:21]([CH3:32])[C:22]3[CH:31]=[CH:30][CH:29]=[CH:28][C:23]=3[N:24]([CH3:27])[C:25]2=[O:26])=[O:26])[CH3:20])=[O:12])[CH:3]=[C:2]([F:1])[CH:7]=1 |f:1.2|. Procedure: Following General Procedure I above using 3,5-difluorophenylacetic acid (Lancaster) and 3-(L-alaninyl)-amino-2,4-dioxo-1,5-bis-methyl-2,3,4,5-tetrahydro-1H-1,5-benzodiazepine hydrochloride (Example 8-R), the title compound was prepared as a white solid (melting point=206-207° C.). Purification was by flash chromatography eluting with straight EtOAc gradient to EtOAc/Acetone (95:5). Rf=0.32 (EtOAc).